This data is from the Open Reaction Database (ORD), a public repository of structured organic reaction records. The task is: describe an organic reaction: reactants, conditions, products, and yield The reactants are palladium tetrakistriphenylphosphine, ClC1=NC=CC2=CC=C(C=C12)B(O)O (1-Chloroisoquinolin-7-yl boronic acid), C([O-])([O-])=O.[Na+].[Na+] (sodium carbonate), C(C)(C)(C)OC(=O)N1CCC(=CC1)OS(=O)(=O)C(F)(F)F (4-(trifluoromethanesulfonyloxy)-3,6-dihydro-2H-pyridine-1-carboxylic acid tert-butyl ester), [Cl-].[Li+] (lithium chloride), [OH-].[NH4+] (Ammonium hydroxide). Run in C(C)#N (acetonitrile). The product is C(C)(C)(C)OC(=O)N1CCC(=CC1)C1=CC=C2C=CN=C(C2=C1)Cl (4-(1-Chloroisoquinolin-7-yl)-3,6-dihydro-2H-pyridine-1-carboxylic acid tert-butyl ester). Isolated yield 61.0%. RXN SMILES: [Cl:1][C:2]1[C:11]2[C:6](=[CH:7][CH:8]=[C:9](B(O)O)[CH:10]=2)[CH:5]=[CH:4][N:3]=1.[C:15]([O:19][C:20]([N:22]1[CH2:27][CH:26]=[C:25](OS(C(F)(F)F)(=O)=O)[CH2:24][CH2:23]1)=[O:21])([CH3:18])([CH3:17])[CH3:16].[Cl-].[Li+].C(=O)([O-])[O-].[Na+].[Na+].[OH-].[NH4+]>C(#N)C>[C:15]([O:19][C:20]([N:22]1[CH2:23][CH:24]=[C:25]([C:9]2[CH:10]=[C:11]3[C:6]([CH:5]=[CH:4][N:3]=[C:2]3[Cl:1])=[CH:7][CH:8]=2)[CH2:26][CH2:27]1)=[O:21])([CH3:18])([CH3:16])[CH3:17] |f:2.3,4.5.6,7.8|. Reported procedure: 1-Chloroisoquinolin-7-yl boronic acid (0.55 g, 2.67 mmol), 4-(trifluoromethanesulfonyloxy)-3,6-dihydro-2H-pyridine-1-carboxylic acid tert-butyl ester (0.68 g, 2.05 mmol), lithium chloride (0.26 g, 6.16 mmol), 2M aqueous sodium carbonate (2.9 ml, 5.8 mmol) and acetonitrile (15 mL) were combined under nitrogen, and palladium tetrakistriphenylphosphine (0.12 g, 0.103 mmol) added. The reaction mixture was refluxed for 90 minutes, cooled to room temperature, and concentrated in vacuo to give a wet so... The reactants are CC(C)C(=O)Nc1nc(NC2CC2)c2ncn(C3C=CC(CO)C3)c2n1, CC(C)O, [Na+], [OH-]. Yields the product Nc1nc(NC2CC2)c2ncn(C3C=CC(CO)C3)c2n1. As a reaction SMILES: [CH:1]1([NH:4][c:5]2[c:6]3[n:7][cH:8][n:9]([CH:20]4[CH:21]=[CH:22][CH:23]([CH2:25][OH:26])[CH2:24]4)[c:10]3[n:11][c:12]([NH:14][C:15](=[O:16])[CH:17]([CH3:18])[CH3:19])[n:13]2)[CH2:2][CH2:3]1.[CH:29]([OH:30])([CH3:31])[CH3:32].[Na+:28].[OH-:27]>>[CH:1]1([NH:4][c:5]2[c:6]3[n:7][cH:8][n:9]([CH:20]4[CH:21]=[CH:22][CH:23]([CH2:25][OH:26])[CH2:24]4)[c:10]3[n:11][c:12]([NH2:14])[n:13]2)[CH2:2][CH2:3]1. Reactants: 2-biscyclohexyl 1,1-biphenyl phosphine, CC(C)(C)[O-].[K+] (KOtBu), FC=1C=C(C=CC1OC)C=1C=NC(=NC1)N (5-(3-fluoro-4-methoxyphenyl)pyrimidin-2-amine), BrC1=CC=CC=C1 (bromobenzene). The reagents and catalysts are CC(=O)[O-].CC(=O)[O-].[Pd+2] (Pd(OAc)2). The solvent is N,N′-dimethylacetamide, C1(=CC=CC=C1)C (toluene). Conditions: temperature 200 celsius. Product: FC=1C=C(C=CC1OC)C=1C=NC(=NC1)NC1=CC=CC=C1 (5-(3-fluoro-4-methoxyphenyl)-N-phenylpyrimidin-2-amine). RXN SMILES: [F:1][C:2]1[CH:3]=[C:4]([C:10]2[CH:11]=[N:12][C:13]([NH2:16])=[N:14][CH:15]=2)[CH:5]=[CH:6][C:7]=1[O:8][CH3:9].Br[C:18]1[CH:23]=[CH:22][CH:21]=[CH:20][CH:19]=1.CC([O-])(C)C.[K+]>C1(C)C=CC=CC=1.CC([O-])=O.CC([O-])=O.[Pd+2]>[F:1][C:2]1[CH:3]=[C:4]([C:10]2[CH:15]=[N:14][C:13]([NH:16][C:18]3[CH:23]=[CH:22][CH:21]=[CH:20][CH:19]=3)=[N:12][CH:11]=2)[CH:5]=[CH:6][C:7]=1[O:8][CH3:9] |f:2.3,5.6.7|. Procedure: A mixture of 5-(3-fluoro-4-methoxyphenyl)pyrimidin-2-amine (Step 1, 0.44 g, 2.0 mmol) and bromobenzene (0.60 g, 4.0 mmol) in N,N′-dimethylacetamide (1.0 mL) and toluene (1.0 mL) was placed in a microwave tube and was treated with Pd(OAc)2 (0.024 g, 0.1 mmol), 2-biscyclohexyl 1,1-biphenyl phosphine (Strem Chemical, 0.070 g, 0.20 mmol), and KOtBu (0.44 g, 4.0 mmol). The mixture was degassed with N2 (2×) and was subject to microwave heating at 200° C. for a total of 20 min. After the mixture was co... Product: CSC=C1C(C)(C)CCC1(C)C. RXN SMILES: [Al+3:15].[CH3:1][S:2](=[O:3])[CH:4]=[C:5]1[C:6]([CH3:12])([CH3:13])[CH2:7][CH2:8][C:9]1([CH3:10])[CH3:11].[CH3:20][CH2:21][O:22][C:23](=[O:24])[CH3:25].[H-:14].[H-:17].[H-:18].[H-:19].[Li+:16].[O:26]1[CH2:27][CH2:28][CH2:29][CH2:30]1>>[CH3:1][S:2][CH:4]=[C:5]1[C:6]([CH3:12])([CH3:13])[CH2:7][CH2:8][C:9]1([CH3:10])[CH3:11]. Starting materials: [Al+3], CS(=O)C=C1C(C)(C)CCC1(C)C, CCOC(C)=O, [H-], [H-], [H-], [H-], [Li+], C1CCOC1. The reactants are ClC1=CC(C2CCC1C2)=O (4-chlorobicyclo[3.2.1]oct-3-en-2-one), ClC1=CC=C(C(=O)O)C=C1 (4-chlorobenzoic acid), C(C)(C)N(CC)C(C)C (diisopropylethylamine), C1(=CC=CC=C1)C (toluene). The reagents and catalysts are [Cl-].[Cl-].[Zn+2] (ZnCl2). The solvent is ClCCl (dichloromethane). Yields the product ClC1=CC=C(C=C1)C(=O)OC1=CC(C2CCC1C2)=O (4-(4-chlorophenyl-carbonyloxy)-bicyclo[3.2.1]oct-3-en-2-one). The yield is 84.9%. RXN SMILES: Cl[C:2]1[CH:8]2[CH2:9][CH:5]([CH2:6][CH2:7]2)[C:4](=[O:10])[CH:3]=1.[Cl:11][C:12]1[CH:20]=[CH:19][C:15]([C:16]([OH:18])=[O:17])=[CH:14][CH:13]=1.C(N(C(C)C)CC)(C)C.C1(C)C=CC=CC=1>ClCCl.[Cl-].[Cl-].[Zn+2]>[Cl:11][C:12]1[CH:20]=[CH:19][C:15]([C:16]([O:18][C:2]2[CH:8]3[CH2:9][CH:5]([CH2:6][CH2:7]3)[C:4](=[O:10])[CH:3]=2)=[O:17])=[CH:14][CH:13]=1 |f:5.6.7|. Reported procedure: A mixture of 500 mg of 4-chlorobicyclo[3.2.1]oct-3-en-2-one, 440 mg of ZnCl2, 400 mg of 4-chlorobenzoic acid, 1.05 g of diisopropylethylamine and 5 ml of toluene is stirred at room temperature under a nitrogen atmosphere at reflux temperature for 6 hours. After cooling, the reaction mixture is then diluted with dichloromethane and washed with 5% aqueous sulfuric acid and 5% aqueous sodium hydroxide. After concentration of the organic phase to dryness by evaporation, 0.6 g of 4-(4-chlorophenyl-ca... Starting materials: B (borane), C(=O)(OCC1=CC=CC=C1)N1[C@H](C(=O)O)CC(C1)O (1-(carbobenzyloxy)-4-hydroxy-L-proline), Cl (HCl), O (water). Solvent: C1CCOC1 (THF). Conditions: time 16 hour. Product: OC[C@H]1N(C[C@@H](C1)O)C(=O)OCC1=CC=CC=C1 ((2S,4R)-2-Hydroxymethyl-4-hydroxy-1(carbobenzyloxy)pyrrolidine). The yield is 89.9%. RXN SMILES: B.[C:2]([N:12]1[CH2:19][CH:18]([OH:20])[CH2:17][C@H:13]1[C:14](O)=[O:15])([O:4][CH2:5][C:6]1[CH:11]=[CH:10][CH:9]=[CH:8][CH:7]=1)=[O:3].O.Cl>C1COCC1>[OH:15][CH2:14][C@@H:13]1[CH2:17][C@@H:18]([OH:20])[CH2:19][N:12]1[C:2]([O:4][CH2:5][C:6]1[CH:11]=[CH:10][CH:9]=[CH:8][CH:7]=1)=[O:3]. Procedure: To 200 ml (0.2 mol) of borane. THF complex was added 27.8 g (0.1 mol) of 1-(carbobenzyloxy)-4-hydroxy-L-proline in 50 ml of THF at 0° C. After 16 hours of stirring at room temperature, 100 ml of water was added carefully followed by 12 ml of 6N aqueous HCl solution and the mixture was extracted with 3×100 ml of methylene chloride. The combined organic extracts were dried over MgSO4 and evaporated to yield 22.6 g of the product (oil, 90% yield). NMR(CDCl3): 7.40 (m,5H), 5.10 (m,2H), 4.90 (m,1H), ... Starting materials: [N-]=[N+]=[N-].[Na+] (sodium azide), 20h, ClCC(OCC)(OCC)OCC (2-chloro-1,1,1-triethoxyethane), COC1=CC=C(CN)C=C1 (4-methoxybenzylamine), 1h, C(=O)(O)[O-].[Na+].CCOC(=O)C (NaHCO3 EtOAc). Run in C(C)(=O)O (acetic acid). Conditions: temperature 60 celsius. Yields the product ClCC1=NN=NN1CC1=CC=C(C=C1)OC (5-Chloromethyl-1-(4-methoxy-benzyl)-1H-tetrazole). Yield: 46.9%. RXN SMILES: [Cl:1][CH2:2][C:3](OCC)(OCC)OCC.[CH3:13][O:14][C:15]1[CH:22]=[CH:21][C:18]([CH2:19][NH2:20])=[CH:17][CH:16]=1.[N-:23]=[N+:24]=[N-:25].[Na+].C([O-])(O)=O.[Na+].CCOC(C)=O>C(O)(=O)C>[Cl:1][CH2:2][C:3]1[N:20]([CH2:19][C:18]2[CH:21]=[CH:22][C:15]([O:14][CH3:13])=[CH:16][CH:17]=2)[N:25]=[N:24][N:23]=1 |f:2.3,4.5.6|. Reported procedure: A solution of 9.55 g (48.6 mmol) 2-chloro-1,1,1-triethoxyethane and 3.9 ml (30 mmol) 4-methoxybenzylamine were heated at 40° C. for 15 min. Then a solution of 2.92 g (45 mmol) sodium azide in 60 ml acetic acid was added at RT and heated at 60° C. over night, 20h at 80° C. and 1h at 100° C. The reaction was neutralized with aqueous and solid NaHCO3/EtOAc (3×), washed with aqueous 10% NaCl. The organic phase was dried over Na2SO4, evaporated and purified by flash-chromatography on silicagel (hexan... Starting materials: FC1=CC(=CC=C1)F (1,3-Difluorobenzene), [Cl-].[Al+3].[Cl-].[Cl-] (aluminium chloride), Cl (hydrochloric acid), ClC(C(=O)Cl)C ((±)2-chloropropionyl chloride). Run in ClCCCl (DCE), ClCCCl (DCE), ClCCCl (DCE). Conditions: temperature 0 celsius, time 30 minute. Product: ClC(C(=O)C1=C(C=C(C=C1)F)F)C (2-Chloro-2-methyl-2′,4′-difluoro Acetophenone). Reaction SMILES: [F:1][C:2]1[CH:7]=[CH:6][CH:5]=[C:4]([F:8])[CH:3]=1.[Cl-].[Al+3].[Cl-].[Cl-].[Cl:13][CH:14]([CH3:18])[C:15](Cl)=[O:16].Cl>ClCCCl>[Cl:13][CH:14]([CH3:18])[C:15]([C:5]1[CH:6]=[CH:7][C:2]([F:1])=[CH:3][C:4]=1[F:8])=[O:16] |f:1.2.3.4|. Procedure: Into the solution of 1,3-Difluorobenzene in 1,2-dicholoroethane (DCE) was added anhydrous aluminium chloride (1.2 mol eqnt.) at 25-30° C. and stirred for 30 minutes. The reaction mixture was then cooled to 0° C. and (±)2-chloropropionyl chloride (1.1 molar equivalent), diluted in DCE, was then added into it over a period of 30-60 min keeping the reaction temperature below 20° C. After the addition was over, reaction mixture was stirred at room temperature for 5-7 hours. For workup, reaction mixt...